This data is from the Open Reaction Database (ORD), a public repository of structured organic reaction records. The task is: describe an organic reaction: reactants, conditions, products, and yield Reactants: FC1=C(C=O)C=CC(=C1)F (2,4-difluorobenzaldehyde), C(C=C)[Mg]Br (allyl magnesium bromide). Run in C(C)OCC (diethyl ether). Run at temperature 0 celsius, time 1 hour. The product is FC1=C(C=CC(=C1)F)C(O)CC=C (2,4-Difluoro-alpha-2-propenylbenzenemethanol). RXN SMILES: [F:1][C:2]1[CH:9]=[C:8]([F:10])[CH:7]=[CH:6][C:3]=1[CH:4]=[O:5].[CH2:11]([Mg]Br)[CH:12]=[CH2:13]>C(OCC)C>[F:1][C:2]1[CH:9]=[C:8]([F:10])[CH:7]=[CH:6][C:3]=1[CH:4]([CH2:13][CH:12]=[CH2:11])[OH:5]. Procedure details: Under anhydrous condition at 0° C., a minute of 18.0 g of freshly distilled 2,4-difluorobenzaldehyde and 120 ml of diethyl ether is treated, dropwise, with 139 ml of 1M allyl magnesium bromide. The reaction is stirred at 0° C. for 1 hour then slowly allowed to warm to room temperature. After 5 hours, thin layer chromatography indicates complete reaction. The mixture is cooled to 0° C. and quenched by the dropwise addition of 100 ml of ice cold saturated ammonium chloride. Two hundred ml of dieth... Starting materials: Fc1ccc2c(Nc3cccc(Br)c3)ncnc2n1, C[O-], CO, [Na+], O. Yields the product COc1ccc2c(Nc3cccc(Br)c3)ncnc2n1. Reaction SMILES: [Br:1][c:2]1[cH:3][c:4]([NH:5][c:6]2[c:7]3[c:8]([n:9][cH:10][n:11]2)[n:12][c:13]([F:16])[cH:14][cH:15]3)[cH:17][cH:18][cH:19]1.[CH3:20][O-:21].[CH3:24][OH:25].[Na+:22].[OH2:23]>>[Br:1][c:2]1[cH:3][c:4]([NH:5][c:6]2[c:7]3[c:8]([n:9][cH:10][n:11]2)[n:12][c:13]([O:21][CH3:20])[cH:14][cH:15]3)[cH:17][cH:18][cH:19]1. Starting materials: NC1=C(C=C(C=C1)O)[N+](=O)[O-] (4-Amino-3-nitrophenol), FC1=C(C=C(C=O)C=C1)OC (4-fluoro-3-(methyloxy)benzaldehyde), C(=O)([O-])[O-].[Cs+].[Cs+] (Cs2CO3). The solvent is CN(C=O)C (dimethylformamide). Yields the product NC1=C(C=C(C=C1)OC1=C(C=C(C=O)C=C1)OC)[N+](=O)[O-] (4-[(4-amino-3-nitrophenyl)oxy]-3-(methyloxy)benzaldehyde). RXN SMILES: [NH2:1][C:2]1[CH:7]=[CH:6][C:5]([OH:8])=[CH:4][C:3]=1[N+:9]([O-:11])=[O:10].F[C:13]1[CH:20]=[CH:19][C:16]([CH:17]=[O:18])=[CH:15][C:14]=1[O:21][CH3:22].C([O-])([O-])=O.[Cs+].[Cs+]>CN(C)C=O>[NH2:1][C:2]1[CH:7]=[CH:6][C:5]([O:8][C:13]2[CH:20]=[CH:19][C:16]([CH:17]=[O:18])=[CH:15][C:14]=2[O:21][CH3:22])=[CH:4][C:3]=1[N+:9]([O-:11])=[O:10] |f:2.3.4|. Procedure details: 4-Amino-3-nitrophenol (2 g, 13 mmol), 4-fluoro-3-(methyloxy)benzaldehyde (2 g, 13 mmol) and Cs2CO3 (5.1 g, 15.6 mmol) were stirred in dimethylformamide at 100 degrees Centigrade for approximately 18 hours. The reaction was filtered through an Alltech 75 mL Extract-Clean™ filter column packed with glass wool and eluted with ethyl acetate. The eluent was stirred with 5 mL of water then passed through a Varian Chem Elute™ 1010 column which was rinsed with 4-6 mL of ethyl acetate (gravity filtration... The reactants are C1(=CC=CC=C1)C1=CC=C(C(CCl)=O)C=C1 (4-phenylphenacyl chloride), ClC1=C(C[Mg]Cl)C=CC(=C1)Cl (2,4-dichlorobenzyl-magnesium chloride). The solvent is CCOCC (ether). The product is [Mg] (magnesium), ClC1=C(CCl)C=CC(=C1)Cl (2,4-dichlorobenzyl chloride). As a reaction SMILES: C1(C2C=CC(C(=O)C[Cl:13])=CC=2)C=CC=CC=1.[Cl:17][C:18]1[CH:26]=[C:25]([Cl:27])[CH:24]=[CH:23][C:19]=1[CH2:20][Mg:21]Cl>CCOCC>[Mg:21].[Cl:17][C:18]1[CH:26]=[C:25]([Cl:27])[CH:24]=[CH:23][C:19]=1[CH2:20][Cl:13]. Reported procedure: 69.3 g (0.3 mol) of 4-phenylphenacyl chloride are added in portions to a solution of 0.6 mol of 2,4-dichlorobenzyl-magnesium chloride, obtained from 15.9 g (0.65 mol) of magnesium and 117.3 g (0.6 mol) of 2,4-dichlorobenzyl chloride in 300 ml of ether. The reaction mixture is then poured onto aqueous ammonium chloride solution and the ether phase is separated off, washed with water, dried over sodium sulphate and evaporated. The oil which remains is extracted with petroleum ether and the petrole... The reactants are FC1=NC=CC(=C1)B(O)O ((2-Fluoro-4-pyridinyl)boronic acid), C([O-])([O-])=O.[Na+].[Na+] (sodium carbonate), BrC=1C=CC(=C(C(=O)NC=2C=NC=CC2)C1)OCC1=CC=CC=C1 (5-Bromo-2-[(phenylmethyl)oxy]-N-3-Pyridinylbenzamide). Reagents/catalysts: Cl[Pd]([P](C1=CC=CC=C1)(C2=CC=CC=C2)C3=CC=CC=C3)([P](C4=CC=CC=C4)(C5=CC=CC=C5)C6=CC=CC=C6)Cl (bis(triphenylphosphine)palladium(II) chloride). Solvent: C(C)(=O)OCC (ethyl acetate), O (water), O (water), COCCOC (1,2-dimethoxyethane). Yields the product FC1=NC=CC(=C1)C=1C=CC(=C(C(=O)NC=2C=NC=CC2)C1)OCC1=CC=CC=C1 (5-(2-Fluoro-4-pyridinyl)-2-[(phenylmethyl)oxy]-N-3-pyridinylbenzamide). RXN SMILES: [F:1][C:2]1[CH:7]=[C:6](B(O)O)[CH:5]=[CH:4][N:3]=1.C(=O)([O-])[O-].[Na+].[Na+].Br[C:18]1[CH:19]=[CH:20][C:21]([O:33][CH2:34][C:35]2[CH:40]=[CH:39][CH:38]=[CH:37][CH:36]=2)=[C:22]([CH:32]=1)[C:23]([NH:25][C:26]1[CH:27]=[N:28][CH:29]=[CH:30][CH:31]=1)=[O:24]>O.COCCOC.C(OCC)(=O)C.Cl[Pd](Cl)([P](C1C=CC=CC=1)(C1C=CC=CC=1)C1C=CC=CC=1)[P](C1C=CC=CC=1)(C1C=CC=CC=1)C1C=CC=CC=1>[F:1][C:2]1[CH:7]=[C:6]([C:18]2[CH:19]=[CH:20][C:21]([O:33][CH2:34][C:35]3[CH:40]=[CH:39][CH:38]=[CH:37][CH:36]=3)=[C:22]([CH:32]=2)[C:23]([NH:25][C:26]2[CH:27]=[N:28][CH:29]=[CH:30][CH:31]=2)=[O:24])[CH:5]=[CH:4][N:3]=1 |f:1.2.3,^1:56,75|. Procedure: (2-Fluoro-4-pyridinyl)boronic acid (425 mg, 3.02 mmol), bis(triphenylphosphine)palladium(II) chloride (70.6 mg, 0.10 mmol) and sodium carbonate (1066 mg, 10.06 mmol) as a solution in 2 ml of water was added to a solution of 5-bromo-2-[(phenylmethyl)oxy]-N-3-pyridinylbenzamide (may be prepared as described in example 2; 771 mg, 2.01 mmol) in 1,2-dimethoxyethane (20 ml). The mixture was heated to reflux for 2 hours. The mixture was diluted with ethyl acetate (50 ml) and water (50 ml). The organic ... Product: O=C(O)CN1C(=O)C(NC(=O)c2cc3cc(Cl)sc3[nH]2)Cc2ccccc21. The reactants are C1CCOC1, COC(=O)CN1C(=O)C(NC(=O)c2cc3cc(Cl)sc3[nH]2)Cc2ccccc21, [Li+], [OH-], O. RXN SMILES: [CH2:32]1[O:33][CH2:34][CH2:35][CH2:36]1.[Cl:3][c:4]1[cH:5][c:6]2[c:7]([nH:8][c:9]([C:11](=[O:12])[NH:13][CH:14]3[C:15](=[O:29])[N:16]([CH2:24][C:25](=[O:26])[O:27][CH3:28])[c:17]4[cH:18][cH:19][cH:20][cH:21][c:22]4[CH2:23]3)[cH:10]2)[s:30]1.[Li+:2].[OH-:1].[OH2:31]>>[Cl:3][c:4]1[cH:5][c:6]2[c:7]([nH:8][c:9]([C:11](=[O:12])[NH:13][CH:14]3[C:15](=[O:29])[N:16]([CH2:24][C:25](=[O:26])[OH:27])[c:17]4[cH:18][cH:19][cH:20][cH:21][c:22]4[CH2:23]3)[cH:10]2)[s:30]1.